Dataset: the Open Reaction Database (ORD), a public repository of structured organic reaction records. Task: describe an organic reaction: reactants, conditions, products, and yield Reactants: BrC1=C(C=CC=C1C)C (2-bromo-meta-xylene), BrN1C(CCC1=O)=O (N-bromosuccinimide). The reagents and catalysts are C(C1=CC=CC=C1)(=O)OOC(C1=CC=CC=C1)=O (benzoyl peroxide). Run in C(Cl)(Cl)(Cl)Cl (carbon tetrachloride), C(Cl)(Cl)(Cl)Cl (carbon tetrachloride). Product: BrCC1=C(C(=CC=C1)C)Br (2-(Bromomethyl)-6-methyl bromobenzene). Isolated yield 47.4%. RXN SMILES: [Br:1][C:2]1[C:7]([CH3:8])=[CH:6][CH:5]=[CH:4][C:3]=1[CH3:9].[Br:10]N1C(=O)CCC1=O>C(OOC(=O)C1C=CC=CC=1)(=O)C1C=CC=CC=1.C(Cl)(Cl)(Cl)Cl>[Br:10][CH2:9][C:3]1[CH:4]=[CH:5][CH:6]=[C:7]([CH3:8])[C:2]=1[Br:1]. Procedure: A procedure similar to that described in Bull. Chem. Soc. Japan, 59, 3285–3286 (1986), fully incorporated herein by reference, was used. In a two liter round bottom flask equipped with an overhead stirrer and heating mantle was placed 2-bromo-meta-xylene (60.08 g, 0.325 mol) and carbon tetrachloride (650 ml). To this were added N-bromosuccinimide (57.78 g, 0.325 mol) and an additional 550 ml carbon tetrachloride. After stirring fifteen minutes benzoyl peroxide (0.72 g, 2.9 mmol, 0.9 mole %) was ... Reactants: C(C1=CC=CC=C1)OCC1(CCC1)CC(N)=S (2-{1-[(benzyloxy)methyl]cyclobutyl}ethanethioamide), C(C(=O)C1=CC=CC=C1)Br (phenacyl bromide). The solvent is C(C)#N (acetonitrile). Conditions: time 3 hour. Yields the product C(C1=CC=CC=C1)OCC1(CCC1)CC=1SC=C(N1)C1=CC=CC=C1 (2-({1-[(benzyloxy)methyl]cyclobutyl}methyl)-4-phenyl-1,3-thiazole). The yield is 96.8%. Reaction SMILES: [CH2:1]([O:8][CH2:9][C:10]1([CH2:14][C:15](=[S:17])[NH2:16])[CH2:13][CH2:12][CH2:11]1)[C:2]1[CH:7]=[CH:6][CH:5]=[CH:4][CH:3]=1.[CH2:18](Br)[C:19]([C:21]1[CH:26]=[CH:25][CH:24]=[CH:23][CH:22]=1)=O>C(#N)C>[CH2:1]([O:8][CH2:9][C:10]1([CH2:14][C:15]2[S:17][CH:18]=[C:19]([C:21]3[CH:26]=[CH:25][CH:24]=[CH:23][CH:22]=3)[N:16]=2)[CH2:13][CH2:12][CH2:11]1)[C:2]1[CH:7]=[CH:6][CH:5]=[CH:4][CH:3]=1. Procedure details: To a solution of 0.5 g (2.01 mmol) of 2-{1-[(benzyloxy)methyl]cyclobutyl}ethanethioamide in 10 mL of acetonitrile was added 0.39 g (2.01 mmol) of phenacyl bromide and the contents stirred at room temperature for 3 h. The mixture was concentrated under vacuum and the residue was purified by silica gel chromatography using ethyl acetate:hexane (2:8) as the eluent to afford 0.68 g (97%) of 2-({1-[(benzyloxy)methyl]cyclobutyl}methyl)-4-phenyl-1,3-thiazole as a colorless oil. 1H NMR (300 MHz, CDCl3) ... Starting materials: C(Cl)Cl (DCM), ClCC=1C=C2C[C@H](CC2=CC1)NC(OCC1=CC=CC=C1)=O ((S)-benzyl 5-(chloromethyl)-2,3-dihydro-1H-inden-2-ylcarbamate), CC1(COB(OC1)C=1C=C(C(=O)OC)C=C(C1)C(F)(F)F)C (methyl 3-(5,5-dimethyl-1,3,2-dioxaborinan-2-yl)-5-(trifluoromethyl)benzoate), Bromo(N-succinimidyl)bis-(triphenylphosphine)palladium(II), C([O-])([O-])=O.[Na+].[Na+] (sodium carbonate). Solvent: C1CCOC1 (THF). Reaction conditions: temperature 80 celsius. The product is C(C1=CC=CC=C1)OC(=O)N[C@H]1CC2=CC=C(C=C2C1)CC=1C=C(C(=O)OC)C=C(C1)C(F)(F)F ((S)-methyl 3-((2-(benzyloxycarbonylamino)-2,3-dihydro-1H-inden-5-yl)methyl)-5-(trifluoromethyl)benzoate). Yield: 75.8%. Reaction SMILES: Cl[CH2:2][C:3]1[CH:4]=[C:5]2[C:9](=[CH:10][CH:11]=1)[CH2:8][C@H:7]([NH:12][C:13](=[O:22])[O:14][CH2:15][C:16]1[CH:21]=[CH:20][CH:19]=[CH:18][CH:17]=1)[CH2:6]2.CC1(C)COB([C:30]2[CH:31]=[C:32]([CH:37]=[C:38]([C:40]([F:43])([F:42])[F:41])[CH:39]=2)[C:33]([O:35][CH3:36])=[O:34])OC1.C(=O)([O-])[O-].[Na+].[Na+].C(Cl)Cl>C1COCC1>[CH2:15]([O:14][C:13]([NH:12][C@@H:7]1[CH2:6][C:5]2[C:9](=[CH:10][CH:11]=[C:3]([CH2:2][C:30]3[CH:31]=[C:32]([CH:37]=[C:38]([C:40]([F:41])([F:43])[F:42])[CH:39]=3)[C:33]([O:35][CH3:36])=[O:34])[CH:4]=2)[CH2:8]1)=[O:22])[C:16]1[CH:21]=[CH:20][CH:19]=[CH:18][CH:17]=1 |f:2.3.4|. Procedure details: To (S)-benzyl 5-(chloromethyl)-2,3-dihydro-1H-inden-2-ylcarbamate (7.09 mmol, 2.24 g) in THF (44.9 mL) was added methyl 3-(5,5-dimethyl-1,3,2-dioxaborinan-2-yl)-5-(trifluoromethyl)benzoate (7.09 mmol, 2.242 g), Bromo(N-succinimidyl)bis-(triphenylphosphine)palladium(II) (0.355 mmol, 0.287 g) and sodium carbonate (45.0 mmol, 22.5 mL). The reaction was heated to 80° C. for 4 hrs. DCM was added before washing with water (×1) followed by brine (×1). The organics were dried over MgSO4 before removing ... Starting materials: C(CCCCCCC)C1=CC=C(C=C1)O (4-octylphenol), [OH-].[K+] (KOH), C1COCCOCCOCCOCCOCCO1 (18-crown-6), C(C)OC(C#CC(=O)OC)OCC (methyl 4,4-diethoxy-2-butynoate). Run in C1CCOC1 (THF), O (water). Conditions: time 30 minute. The product is C(C)OC(/C(=C/C(=O)OC)/OC1=CC=C(C=C1)CCCCCCCC)OCC (Z-methyl 4,4-diethoxy-3-(4-octylphenoxy)-2-butenoate). The yield is 53.5%. Reaction SMILES: [CH2:1]([C:9]1[CH:14]=[CH:13][C:12]([OH:15])=[CH:11][CH:10]=1)[CH2:2][CH2:3][CH2:4][CH2:5][CH2:6][CH2:7][CH3:8].[OH-].[K+].C1OCCOCCOCCOCCOCCOC1.[CH2:36]([O:38][CH:39]([O:46][CH2:47][CH3:48])[C:40]#[C:41][C:42]([O:44][CH3:45])=[O:43])[CH3:37]>C1COCC1.O>[CH2:47]([O:46][CH:39]([O:38][CH2:36][CH3:37])/[C:40](/[O:15][C:12]1[CH:11]=[CH:10][C:9]([CH2:1][CH2:2][CH2:3][CH2:4][CH2:5][CH2:6][CH2:7][CH3:8])=[CH:14][CH:13]=1)=[CH:41]/[C:42]([O:44][CH3:45])=[O:43])[CH3:48] |f:1.2|. Reported procedure: To a solution of 2.06 g (10 mmol) of 4-octylphenol in 50 mL of THF was added 0.85 g (15 mmol) of powdered KOH and 3.98 g (15 mmol) of 18-crown-6. The solution was heated to 50° C. for 15 minutes, whereupon 2.8 g (15 mmol) of methyl 4,4-diethoxy-2-butynoate was added. The mixture was stirred for 30 minutes, then allowed to cool to room temperature. The solution was then poured into water, and extracted 3 times with 40 mL of ethyl acetate. The organic layers were combined, dried (MgSO4) and concen...